Dataset: the Open Reaction Database (ORD), a public repository of structured organic reaction records. Task: describe an organic reaction: reactants, conditions, products, and yield The reactants are ClC1=CC=C(C(C(=O)O)=C1)O (5-chlorosalicylic acid), ClCC(C)=O (chloroacetone), C(C)O (ethanol), [OH-].[Na+] (sodium hydroxide). Solvent: O (water). Yields the product C(C(=O)C)OC1=C(C(=O)O)C=C(C=C1)Cl (2-Acetonyloxy-5-chlorobenzoic Acid). Reaction SMILES: [Cl:1][C:2]1[CH:10]=[C:6]([C:7]([OH:9])=[O:8])[C:5]([OH:11])=[CH:4][CH:3]=1.C(O)C.[OH-].[Na+].Cl[CH2:18][C:19](=[O:21])[CH3:20]>O>[CH2:18]([O:11][C:5]1[CH:4]=[CH:3][C:2]([Cl:1])=[CH:10][C:6]=1[C:7]([OH:9])=[O:8])[C:19]([CH3:20])=[O:21] |f:2.3|. Procedure details: To a solution of 5.16 g. (0.3 mole) of 5-chlorosalicylic acid in 60 ml. of ethanol and 40 ml. of water containing 1.2 g. (0.03 mole) of sodium hydroxide is added 2.8 g. (0.03 mole) of chloroacetone and the solution heated to reflux for 5 hours. The resulting solution is cooled in an ice bath and the precipitated product filtered, dried and recrystallized from ether, 800 mg., m.p. 90°-91° C. Reactants: OC(C1=NC=CC2=C1SC(=C2COC)C2=CC=CC=C2)C2=CC=CC=C2 (7-(hydroxyphenylmethyl)-3-methoxymethyl-2-phenyl-6-azabenzo[b]thiophene), CO (methanol). The solvent is Cl (HCl). Product: OC(C1=NC=CC2=C1SC(=C2O)C2=CC=CC=C2)C2=CC=CC=C2 (7-(Hydroxyphenylmethyl)-3-hydroxy-2-phenyl-6-azabenzo[b]thiophene). Isolated yield 93.0%. As a reaction SMILES: [OH:1][CH:2]([C:21]1[CH:26]=[CH:25][CH:24]=[CH:23][CH:22]=1)[C:3]1[C:8]2[S:9][C:10]([C:15]3[CH:20]=[CH:19][CH:18]=[CH:17][CH:16]=3)=[C:11](COC)[C:7]=2[CH:6]=[CH:5][N:4]=1.C[OH:28]>Cl>[OH:1][CH:2]([C:21]1[CH:22]=[CH:23][CH:24]=[CH:25][CH:26]=1)[C:3]1[C:8]2[S:9][C:10]([C:15]3[CH:20]=[CH:19][CH:18]=[CH:17][CH:16]=3)=[C:11]([OH:28])[C:7]=2[CH:6]=[CH:5][N:4]=1. Procedure: A solution of 0.61 g (1.8 mmol) of 7-(hydroxyphenylmethyl)-3-methoxymethyl-2-phenyl-6-azabenzo[b]thiophene in 2.7 mL of 2M HCl and 2.7 mL of methanol was heated at reflux for 30 minutes. The solution was cooled and partitioned between ethyl acetate and water. The ethyl acetate layer was dried and concentrated to afford 0.50 g (93%) of white solid, m.p. 214°-215° C.